This data is from the Open Reaction Database (ORD), a public repository of structured organic reaction records. The task is: describe an organic reaction: reactants, conditions, products, and yield The reactants are compound 54a, C(C)OC(C(CC(C)C)C=1C=C(C=C(C1)C1CN(CCC1)C(C1=CC=CC=C1)C1=CC=CC=C1)C1=CC=C(C=C1)C(F)(F)F)=O (2-[5-(1-Benzhydryl-piperidin-3-yl)-4′-trifluoromethyl-biphenyl-3-yl]-4-methyl-pentanoic acid ethyl ester), [OH-].[K+] (KOH). Run in CCO (EtOH). Reaction conditions: temperature 78 celsius. Yields the product C(C1=CC=CC=C1)(C1=CC=CC=C1)N1CC(CCC1)C=1C=C(C=C(C1)C1=CC=C(C=C1)C(F)(F)F)C(C(=O)O)CC(C)C (2-[5-(1-Benzhydryl-piperidin-3-yl)-4′-trifluoromethyl-biphenyl-3-yl]-4-methyl-pentanoic acid). RXN SMILES: C([O:3][C:4](=[O:45])[CH:5]([C:10]1[CH:11]=[C:12]([C:35]2[CH:40]=[CH:39][C:38]([C:41]([F:44])([F:43])[F:42])=[CH:37][CH:36]=2)[CH:13]=[C:14]([CH:16]2[CH2:21][CH2:20][CH2:19][N:18]([CH:22]([C:29]3[CH:34]=[CH:33][CH:32]=[CH:31][CH:30]=3)[C:23]3[CH:28]=[CH:27][CH:26]=[CH:25][CH:24]=3)[CH2:17]2)[CH:15]=1)[CH2:6][CH:7]([CH3:9])[CH3:8])C.[OH-].[K+]>CCO>[CH:22]([N:18]1[CH2:19][CH2:20][CH2:21][CH:16]([C:14]2[CH:15]=[C:10]([CH:5]([CH2:6][CH:7]([CH3:9])[CH3:8])[C:4]([OH:45])=[O:3])[CH:11]=[C:12]([C:35]3[CH:40]=[CH:39][C:38]([C:41]([F:42])([F:43])[F:44])=[CH:37][CH:36]=3)[CH:13]=2)[CH2:17]1)([C:29]1[CH:30]=[CH:31][CH:32]=[CH:33][CH:34]=1)[C:23]1[CH:28]=[CH:27][CH:26]=[CH:25][CH:24]=1 |f:1.2|. Reported procedure: To compound 54a, 2-[5-(1-Benzhydryl-piperidin-3-yl)-4′-trifluoromethyl-biphenyl-3-yl]-4-methyl-pentanoic acid ethyl ester (37.8 mg, 0.06 mmol) in EtOH (3.1 ml) was added 2M KOH (0.31 ml, 0.62 mmol). The reaction was heated to 78° C. for 3 hour, cooled to room temperature, and concentrated in vacuo. Purification via Gilson HPLC, salt exchange with 1N HCl (aqueous) gave the product as a white lyophilate, (30 mg, 79%). 1H NMR (300 MHz, MeOD) δ ppm 0.87-0.94 (m, 6 H) 1.37-1.49 (m, J=13.47, 6.64, 6.6... The reactants are 56d, FC1=C(C=CC=C1)N1CCNCC1 (1-(2-fluoro-phenyl)-piperazine), COC(=O)C1N(CC(C1)=O)CC1=CC=CC=C1 (1-benzyl-4-oxo-pyrrolidine-2-carboxylic acid methyl ester), FC(C=1C=C(CNC)C=C(C1)C(F)(F)F)(F)F ((3,5-bis-trifluoromethyl-benzyl)-methyl-amine). Yields the product C(C1=CC=CC=C1)N1[C@@H](C[C@@H](C1)N(C)CC1=CC(=CC(=C1)C(F)(F)F)C(F)(F)F)C(=O)N1CCN(CC1)C1=C(C=CC=C1)F ({(2S,4S)-1-Benzyl-4-[(3,5-bis-trifluoromethyl-benzyl)-methyl-amino]-pyrrolidin-2-yl}-[4-(2-fluoro-phenyl)-piperazin-1-yl]-methanone). Yield: 6.0%. As a reaction SMILES: CO[C:3]([CH:5]1[CH2:9][C:8](=O)[CH2:7][N:6]1[CH2:11][C:12]1[CH:17]=[CH:16][CH:15]=[CH:14][CH:13]=1)=[O:4].[F:18][C:19]([F:34])([F:33])[C:20]1[CH:21]=[C:22]([CH:26]=[C:27]([C:29]([F:32])([F:31])[F:30])[CH:28]=1)[CH2:23][NH:24][CH3:25].[F:35][C:36]1[CH:41]=[CH:40][CH:39]=[CH:38][C:37]=1[N:42]1[CH2:47][CH2:46][NH:45][CH2:44][CH2:43]1>>[CH2:11]([N:6]1[CH2:7][C@@H:8]([N:24]([CH2:23][C:22]2[CH:21]=[C:20]([C:19]([F:33])([F:34])[F:18])[CH:28]=[C:27]([C:29]([F:32])([F:31])[F:30])[CH:26]=2)[CH3:25])[CH2:9][C@H:5]1[C:3]([N:45]1[CH2:44][CH2:43][N:42]([C:37]2[CH:38]=[CH:39][CH:40]=[CH:41][C:36]=2[F:35])[CH2:47][CH2:46]1)=[O:4])[C:12]1[CH:17]=[CH:16][CH:15]=[CH:14][CH:13]=1. Reported procedure: As described for Example 56b and 56d, 1-benzyl-4-oxo-pyrrolidine-2-carboxylic acid methyl ester (100 mg, 0.428 mmol) was converted, using (3,5-bis-trifluoromethyl-benzyl)-methyl-amine instead of 3,5-bis-trifluoromethyl-benzylamine, and using 1-(2-fluoro-phenyl)-piperazine instead of 1-(3-trifluoromethyl-phenyl)-piperazine, to the title compound (5.5 mg, 6.0%) as light yellow oil. MS m/e=623.4 [M+H]+. Reactants: Cl (hydrochloric acid), C1(CCCC1)OC=1C=C(N)C=CC1OC (3-cyclopentyloxy-4-methoxyaniline), F[B-](F)(F)F.[Na+] (sodium tetrafluoroborate), N(=O)[O-].[Na+] (sodium nitrite). The solvent is O (water), O (water), O (water). Conditions: time 10 minute. The product is F[B-](F)(F)F.C1(CCCC1)OC=1C=C(C=CC1OC)[N+]#N (3-cyclopentyloxy-4-methoxyphenyldiazonium tetrafluoroborate). The yield is 101.2%. Reaction SMILES: Cl.[CH:2]1([O:7][C:8]2[CH:9]=[C:10]([CH:12]=[CH:13][C:14]=2[O:15][CH3:16])[NH2:11])[CH2:6][CH2:5][CH2:4][CH2:3]1.[N:17]([O-])=O.[Na+].[F:21][B-:22]([F:25])([F:24])[F:23].[Na+]>O>[F:21][B-:22]([F:25])([F:24])[F:23].[CH:2]1([O:7][C:8]2[CH:9]=[C:10]([N+:11]#[N:17])[CH:12]=[CH:13][C:14]=2[O:15][CH3:16])[CH2:3][CH2:4][CH2:5][CH2:6]1 |f:2.3,4.5,7.8|. Procedure details: A stirred solution of concentrated hydrochloric acid (1.7 mL) in water (5 mL) from 0° C. and 5° C. is treated with 3-cyclopentyloxy-4-methoxyaniline (0.83 g), followed by a solution of sodium nitrite (0.29 g) in water (0.6 mL), at such a rate that the temperature remains from 0° C. and 5° C. The resulting solution is stirred for a further 10 minutes, while keeping the temperature below 5° C. The stirred solution, while still maintained at below 5° C., is then treated dropwise with a solution of ... The reactants are CCOC(C)=O, O=C(Cl)OCc1ccccc1, COc1ccccc1COCCCOc1ccc(C2CCN(C(=O)OCc3ccccc3)CC2OCc2ccc3c(c2)N(CCCCN)C(=O)CO3)cc1, [Na+], O=C([O-])O. Product: COc1ccccc1COCCCOc1ccc(C2CCN(C(=O)OCc3ccccc3)CC2OCc2ccc3c(c2)N(CCCCNC(=O)OCc2ccccc2)C(=O)CO3)cc1. Reaction SMILES: [CH3:71][CH2:72][O:73][C:74](=[O:75])[CH3:76].[Cl:60][C:61](=[O:62])[O:63][CH2:64][c:65]1[cH:66][cH:67][cH:68][cH:69][cH:70]1.[NH2:1][CH2:2][CH2:3][CH2:4][CH2:5][N:6]1[C:7](=[O:54])[CH2:8][O:9][c:10]2[c:11]1[cH:12][c:13]([CH2:16][O:17][CH:18]1[CH2:19][N:20]([C:44](=[O:45])[O:46][CH2:47][c:48]3[cH:49][cH:50][cH:51][cH:52][cH:53]3)[CH2:21][CH2:22][CH:23]1[c:24]1[cH:25][cH:26][c:27]([O:30][CH2:31][CH2:32][CH2:33][O:34][CH2:35][c:36]3[c:37]([O:42][CH3:43])[cH:38][cH:39][cH:40][cH:41]3)[cH:28][cH:29]1)[cH:14][cH:15]2.[Na+:55].[OH:56][C:57](=[O:58])[O-:59]>>[NH:1]([CH2:2][CH2:3][CH2:4][CH2:5][N:6]1[C:7](=[O:54])[CH2:8][O:9][c:10]2[c:11]1[cH:12][c:13]([CH2:16][O:17][CH:18]1[CH2:19][N:20]([C:44](=[O:45])[O:46][CH2:47][c:48]3[cH:49][cH:50][cH:51][cH:52][cH:53]3)[CH2:21][CH2:22][CH:23]1[c:24]1[cH:25][cH:26][c:27]([O:30][CH2:31][CH2:32][CH2:33][O:34][CH2:35][c:36]3[c:37]([O:42][CH3:43])[cH:38][cH:39][cH:40][cH:41]3)[cH:28][cH:29]1)[cH:14][cH:15]2)[C:61](=[O:62])[O:63][CH2:64][c:65]1[cH:66][cH:67][cH:68][cH:69][cH:70]1. Starting materials: OC1=C(C=O)C(=CC=C1)OC (2-hydroxy-6-methoxybenzaldehyde), C(\C=C(/C)\CCC=C(C)C)Br (geranyl bromide), C([O-])([O-])=O.[K+].[K+] (potassium carbonate). Solvent: CN(C)C=O (DMF). Run at time 48 hour. The product is C\C(=C/COC1=C(C=O)C(=CC=C1)OC)\CCC=C(C)C (2-((E)-3,7-dimethylocta-2,6-dienyloxy)-6-methoxybenzaldehyde). Reaction SMILES: [OH:1][C:2]1[CH:9]=[CH:8][CH:7]=[C:6]([O:10][CH3:11])[C:3]=1[CH:4]=[O:5].[CH2:12](Br)/[CH:13]=[C:14](/[CH2:16][CH2:17][CH:18]=[C:19]([CH3:21])[CH3:20])\[CH3:15].C(=O)([O-])[O-].[K+].[K+]>CN(C=O)C>[CH3:15]/[C:14](/[CH2:16][CH2:17][CH:18]=[C:19]([CH3:21])[CH3:20])=[CH:13]\[CH2:12][O:1][C:2]1[CH:9]=[CH:8][CH:7]=[C:6]([O:10][CH3:11])[C:3]=1[CH:4]=[O:5] |f:2.3.4|. Procedure: To a solution of 2-hydroxy-6-methoxybenzaldehyde (4.72 g, 30.43 mmol) in dry DMF (50 ml) was added geranyl bromide (7.5 g, 33.50 mmol) followed by solid potassium carbonate (5.5 g, 39.86 mmol). The mixture was stirred at room temperature for 48 h. The suspension was filtered through a layer of dry sodium sulfate (top) and silica gel (bottom), washed with 200 ml ethyl acetate and decanted into a separatory funnel. The mixture was washed sequentially with aqueous ammonium chloride, water (twice), ... Reactants: FC=1C=C(C=CC1C)NC(C=NO)=O (N-(3-Fluoro-4-methyl-phenyl)-2-hydroxyimino-acetamide), S(O)(O)(=O)=O (sulfuric acid). Procedure: Add of N-(3-Fluoro-4-methyl-phenyl)-2-hydroxyimino-acetamide (2.96 g, 15.10 mmol) in small portions at 65° C. to concentrated sulfuric acid (15 mL) and heat the mixture at 80° C. for 10 minutes. Cool to room temperature, pour into ice water (100 mL) and filter the precipitate and wash with water. Dry the solid to yield 4-Fluoro-5-methyl-1H-indole-2,3-dione and 6-Fluoro-5-methyl-1H-indole-2,3-dione. The product is FC1=C2C(C(NC2=CC=C1C)=O)=O (4-Fluoro-5-methyl-1H-indole-2,3-dione), FC1=C(C=C2C(C(NC2=C1)=O)=O)C (6-Fluoro-5-methyl-1H-indole-2,3-dione). Conditions: temperature 80 celsius. The solvent is ice water. As a reaction SMILES: [F:1][C:2]1[CH:3]=[C:4]([NH:9][C:10](=[O:14])[CH:11]=NO)[CH:5]=[CH:6][C:7]=1[CH3:8].S(=O)(=O)(O)[OH:16]>>[F:1][C:2]1[C:7]([CH3:8])=[CH:6][CH:5]=[C:4]2[C:3]=1[C:11](=[O:16])[C:10](=[O:14])[NH:9]2.[F:1][C:2]1[CH:3]=[C:4]2[C:5]([C:11](=[O:16])[C:10](=[O:14])[NH:9]2)=[CH:6][C:7]=1[CH3:8].